This data is from the Open Reaction Database (ORD), a public repository of structured organic reaction records. The task is: describe an organic reaction: reactants, conditions, products, and yield Starting materials: [H][H] (hydrogen), C1(CC1)NC(C1=CC(=CC(=C1)\C=C\COC)\C=C\COC)=O (N-cyclopropyl-3,5-bis[(1E)-3-methoxyprop-1-en-1-yl]benzamide). Reagents/catalysts: [Pd] (palladium). Run in CCOC(=O)C (EtOAc), CCOC(=O)C (EtOAc). Product: C1(CC1)NC(C1=CC(=CC(=C1)CCCOC)CCCOC)=O (N-Cyclopropyl-3,5-bis(3-methoxypropyl)benzamide). RXN SMILES: [CH:1]1([NH:4][C:5](=[O:22])[C:6]2[CH:11]=[C:10](/[CH:12]=[CH:13]/[CH2:14][O:15][CH3:16])[CH:9]=[C:8](/[CH:17]=[CH:18]/[CH2:19][O:20][CH3:21])[CH:7]=2)[CH2:3][CH2:2]1.[H][H]>[Pd].CCOC(C)=O>[CH:1]1([NH:4][C:5](=[O:22])[C:6]2[CH:11]=[C:10]([CH2:12][CH2:13][CH2:14][O:15][CH3:16])[CH:9]=[C:8]([CH2:17][CH2:18][CH2:19][O:20][CH3:21])[CH:7]=2)[CH2:3][CH2:2]1. Reported procedure: An EtOAc (0.15 M) solution of N-cyclopropyl-3,5-bis[(1E)-3-methoxyprop-1-en-1-yl]benzamide (1 eq.) from the previous step was eluted through an H-Cube hydrogenation apparatus equipped with a 10% palladium over carbon cartridge at a rate of 1 mL/min with EtOAc as the eluent. The hydrogenation was carried out using full hydrogen setting at RT. Purification of the crude product thus obtained by way of flash chromatography (SiO2, 9:1 (v/v) Hex:EtOAc→EtOAc) afforded the title compound as a colorless ... Reactants: FC1=C(C=CC=C1)[C@]1([C@@H](C[C@@H](C1)OC)CO)NC(=S)NC(OCC1C2=CC=CC=C2C=2C=CC=CC12)=O (9H-fluoren-9-ylmethyl ({[(1S*,2R*,4S*)-1-(2-fluorophenyl)-2-(hydroxymethyl)-4-methoxycyclopentyl]amino}carbonothioyl)carbamate). Run in CO (methanol). Reaction conditions: time 1 hour. Product: FC1=C(C=CC=C1)[C@@]12N=C(SC[C@@H]1C[C@@H](C2)OC)N ([(4aR*,6S*,7aS*)-7a-(2-fluorophenyl)-6-methoxy-4,4a,5,6,7,7a-hexahydrocyclopenta[d][1,3]thiazin-2-yl]amine). The yield is 95.7%. Reaction SMILES: [F:1][C:2]1[CH:7]=[CH:6][CH:5]=[CH:4][C:3]=1[C@:8]1([NH:17][C:18]([NH:20]C(=O)OCC2C3C=CC=CC=3C3C2=CC=CC=3)=[S:19])[CH2:12][C@@H:11]([O:13][CH3:14])[CH2:10][C@H:9]1[CH2:15]O>CO>[F:1][C:2]1[CH:7]=[CH:6][CH:5]=[CH:4][C:3]=1[C@:8]12[CH2:12][C@@H:11]([O:13][CH3:14])[CH2:10][C@H:9]1[CH2:15][S:19][C:18]([NH2:20])=[N:17]2. Procedure details: A solution of 9H-fluoren-9-ylmethyl ({[(1S*,2R*,4S*)-1-(2-fluorophenyl)-2-(hydroxymethyl)-4-methoxycyclopentyl]amino}carbonothioyl)carbamate (330 mg) in methanol (20 mL)-concentrated hydrochloric acid (1 mL) was heated under reflux for three hours. The reaction solution was concentrated under reduced pressure. Acetonitrile (10 mL) and piperidine (1 mL) were added to the residue at room temperature, and the mixture was stirred at room temperature for one hour. The reaction solution was concentrat... Starting materials: OC(CN(C(OC(C)(C)C)=O)C)C1=CC=C(C=C1)N1CCOCC1 (tert-Butyl 2-hydroxy-2-(4-morpholin-4-ylphenyl)ethyl(methyl)carbamate), BrCC(=O)C1=CC=C(C=C1)Br (2,4′-dibromoacetophenone). Product: BrC1=CC=C(C=C1)C(CN(C(OC(C)(C)C)=O)C)O (tert-Butyl 2-(4-bromophenyl)-2-hydroxyethyl(methyl)carbamate). Reaction SMILES: [OH:1][CH:2]([C:13]1[CH:18]=[CH:17][C:16](N2CCOCC2)=[CH:15][CH:14]=1)[CH2:3][N:4]([CH3:12])[C:5](=[O:11])[O:6][C:7]([CH3:10])([CH3:9])[CH3:8].[Br:25]CC(C1C=CC(Br)=CC=1)=O>>[Br:25][C:16]1[CH:17]=[CH:18][C:13]([CH:2]([OH:1])[CH2:3][N:4]([CH3:12])[C:5](=[O:11])[O:6][C:7]([CH3:10])([CH3:9])[CH3:8])=[CH:14][CH:15]=1. Procedure: As described for the preparation of tert-Butyl 2-hydroxy-2-(4-morpholin-4-ylphenyl)ethyl(methyl)carbamate (Preparations 87-88), 2,4′-dibromoacetophenone was converted to the title compound, isolated as a pale yellow solid. Reactants: [Si](C)(C)(C(C)(C)C)O[C@@H]1C=2C3=C(C(=NC2CC(C1)(C)C)C(C)C)[C@@H](OC31C(COCC1)I)C1=CC(=C(C=C1)C(F)(F)F)F ((3S,9S)-9-(tert-butyldimethylsilyloxy)-3-(3-fluoro-4-(trifluoromethyl)phenyl)-3′-iodo-4-isopropyl-7,7-dimethyl-2′,3′,5′,6,6′,7,8,9-octahydro-3H-spiro[furo[3,4-c]quinoline-1,4′-pyran]). Reagents/catalysts: [OH-].[OH-].[Pd+2] (palladiumhydroxide on charcoal). Yields the product [Si](C)(C)(C(C)(C)C)O[C@@H]1C=2C3=C(C(=NC2CC(C1)(C)C)C(C)C)[C@@H](OC31CCOCC1)C1=CC(=C(C=C1)C(F)(F)F)F ((3S,9S)-9-(tert-butyldimethylsilyloxy)-3-(3-fluoro-4-(trifluoromethyl)phenyl)-4-isopropyl-7,7-dimethyl-2′,3′,5′,6,6′,7,8,9-octahydro-3H-spiro[furo[3,4-c]quinoline-1,4′-pyran]). RXN SMILES: [Si:1]([O:8][C@H:9]1[CH2:18][C:17]([CH3:20])([CH3:19])[CH2:16][C:15]2[N:14]=[C:13]([CH:21]([CH3:23])[CH3:22])[C:12]3[C@H:24]([C:33]4[CH:38]=[CH:37][C:36]([C:39]([F:42])([F:41])[F:40])=[C:35]([F:43])[CH:34]=4)[O:25][C:26]4([CH2:31][CH2:30][O:29][CH2:28][CH:27]4I)[C:11]=3[C:10]1=2)([C:4]([CH3:7])([CH3:6])[CH3:5])([CH3:3])[CH3:2]>[OH-].[OH-].[Pd+2]>[Si:1]([O:8][C@H:9]1[CH2:18][C:17]([CH3:19])([CH3:20])[CH2:16][C:15]2[N:14]=[C:13]([CH:21]([CH3:23])[CH3:22])[C:12]3[C@H:24]([C:33]4[CH:38]=[CH:37][C:36]([C:39]([F:42])([F:40])[F:41])=[C:35]([F:43])[CH:34]=4)[O:25][C:26]4([CH2:27][CH2:28][O:29][CH2:30][CH2:31]4)[C:11]=3[C:10]1=2)([C:4]([CH3:6])([CH3:7])[CH3:5])([CH3:3])[CH3:2] |f:1.2.3|. Procedure details: Obtained by starting from (3S,9S)-9-(tert-butyldimethylsilyloxy)-3-(3-fluoro-4-(trifluoromethyl)phenyl)-3′-iodo-4-isopropyl-7,7-dimethyl-2′,3′,5′,6,6′,7,8,9-octahydro-3H-spiro[furo[3,4-c]quinoline-1,4′-pyran]. 10% palladiumhydroxide on charcoal is used instead of 10% palladium on charcoal. Starting materials: C([O-])([O-])=O.[Na+].[Na+] (sodium carbonate), FC1=C(C=CC(=C1)C=1C=C2C(=NC1)N(C=C2I)S(=O)(=O)C2=CC=C(C)C=C2)C2CCN(CC2)C(=O)OC(C)(C)C (tert-butyl 4-(2-fluoro-4-(3-iodo-1-tosyl-1H-pyrrolo[2,3-b]pyridin-5-yl)phenyl)piperidine-1-carboxylate), FC=1C=C(CN2N=CC(=C2)B2OC(C(O2)(C)C)(C)C)C=CC1 (1-(3-fluorobenzyl)-4-(4,4,5,5-tetramethyl-1,3,2-dioxaborolan-2-yl)-1H-pyrazole), FC1=C(C=CC(=C1)C=1C=C2C(=NC1)N(C=C2I)S(=O)(=O)C2=CC=C(C)C=C2)C2CCN(CC2)C(=O)OC(C)(C)C (tert-butyl 4-(2-fluoro-4-(3-iodo-1-tosyl-1H-pyrrolo[2,3-b]pyridin-5-yl)phenyl)piperidine-1-carboxylate), FC=1C=C(CN2N=CC(=C2)B2OC(C(O2)(C)C)(C)C)C=CC1 (1-(3-fluorobenzyl)-4-(4,4,5,5-tetramethyl-1,3,2-dioxaborolan-2-yl)-1H-pyrazole). The reagents and catalysts are C1=CC=C(C=C1)P(C2=CC=CC=C2)[C]3[CH][CH][CH][CH]3.C1=CC=C(C=C1)P(C2=CC=CC=C2)[C]3[CH][CH][CH][CH]3.Cl[Pd]Cl.[Fe] (Pd(DPPF)Cl2). Run in C1(=CC=CC=C1)C.C(C)O.O (toluene ethanol water). Product: FC1=C(C=CC(=C1)C=1C=C2C(=NC1)N(C=C2C=2C=NN(C2)CC2=CC(=CC=C2)F)S(=O)(=O)C2=CC=C(C)C=C2)C2CCN(CC2)C(=O)OC(C)(C)C (tert-butyl 4-(2-fluoro-4-(3-(1-(3-fluorobenzyl)-1H-pyrazol-4-yl)-1-tosyl-1H-pyrrolo[2,3-b]pyridin-5-yl)phenyl)piperidine-1-carboxylate). Yield: 93.3%. As a reaction SMILES: [F:1][C:2]1[CH:7]=[C:6]([C:8]2[CH:9]=[C:10]3[C:16](I)=[CH:15][N:14]([S:18]([C:21]4[CH:27]=[CH:26][C:24]([CH3:25])=[CH:23][CH:22]=4)(=[O:20])=[O:19])[C:11]3=[N:12][CH:13]=2)[CH:5]=[CH:4][C:3]=1[CH:28]1[CH2:33][CH2:32][N:31]([C:34]([O:36][C:37]([CH3:40])([CH3:39])[CH3:38])=[O:35])[CH2:30][CH2:29]1.[F:41][C:42]1[CH:43]=[C:44]([CH:60]=[CH:61][CH:62]=1)[CH2:45][N:46]1[CH:50]=[C:49](B2OC(C)(C)C(C)(C)O2)[CH:48]=[N:47]1.C(=O)([O-])[O-].[Na+].[Na+]>C1(C)C=CC=CC=1.C(O)C.O.C1C=CC(P([C]2[CH][CH][CH][CH]2)C2C=CC=CC=2)=CC=1.C1C=CC(P([C]2[CH][CH][CH][CH]2)C2C=CC=CC=2)=CC=1.Cl[Pd]Cl.[Fe]>[F:1][C:2]1[CH:7]=[C:6]([C:8]2[CH:9]=[C:10]3[C:16]([C:49]4[CH:48]=[N:47][N:46]([CH2:45][C:44]5[CH:60]=[CH:61][CH:62]=[C:42]([F:41])[CH:43]=5)[CH:50]=4)=[CH:15][N:14]([S:18]([C:21]4[CH:27]=[CH:26][C:24]([CH3:25])=[CH:23][CH:22]=4)(=[O:20])=[O:19])[C:11]3=[N:12][CH:13]=2)[CH:5]=[CH:4][C:3]=1[CH:28]1[CH2:33][CH2:32][N:31]([C:34]([O:36][C:37]([CH3:40])([CH3:39])[CH3:38])=[O:35])[CH2:30][CH2:29]1 |f:2.3.4,5.6.7,8.9.10.11,^1:84,85,86,87,88,102,103,104,105,106|. Procedure: Using similar reaction conditions as described in step-i of example-1, tert-butyl 4-(2-fluoro-4-(3-iodo-1-tosyl-1H-pyrrolo[2,3-b]pyridin-5-yl)phenyl)piperidine-1-carboxylate (intermediate 67) (250 mg, 0.370 mmol) was coupled with 1-(3-fluorobenzyl)-4-(4,4,5,5-tetramethyl-1,3,2-dioxaborolan-2-yl)-1H-pyrazole (intermediate 11) (168 mg, 0.555 mmol) using Pd(DPPF)Cl2 (14 mg, 0.018 mol) and sodium carbonate (118 mg, 1.110 mmol) in toluene/ethanol/water (5/5/1 ml) to afford 250 mg (93.2% yield) of the... The reactants are N[C@H]1CN(CC1)C1=NC(=C2N=CN(C2=N1)[C@H]1[C@@H]([C@@H]([C@H](C1)N1N=C(N=N1)CC)O)O)NCC(C1=CC=CC=C1)C1=CC=CC=C1 ((1R,2S,3R,5S)-3-[2-((R)-3-amino-pyrrolidin-1-yl)-6-(2,2-diphenyl-ethylamino)-purin-9-yl]-5-(5-ethyl-tetrazol-2-yl)-cyclopentane-1,2-diol), Cl.C1(=CC=CC=C1)C(CNC1=C2N=CN(C2=NC(=N1)N1C[C@@H](CC1)NC(=O)NCC1=NC=CC=C1)[C@H]1[C@@H]([C@@H]([C@H](C1)N1N=C(N=N1)CC)O)O)C1=CC=CC=C1 (1-((R)-1-{6-(2,2-Diphenyl-ethylamino)-9-[(1R,2S,3R,4S)-4-(5-ethyl-tetrazol-2-yl)-2,3-dihydroxy-cyclopentyl]-9H-purin-2-yl}-pyrrolidin-3-yl)-3-pyridin-2-ylmethyl-urea hydrochloride), C1(=CC=CC=C1)C=1SC=C(N1)CN (C-(2-phenyl-thiazol-4-yl)-methylamine). The product is Cl.C1(=CC=CC=C1)C(CNC1=C2N=CN(C2=NC(=N1)N1C[C@@H](CC1)NC(=O)NCC=1N=C(SC1)C1=CC=CC=C1)[C@H]1[C@@H]([C@@H]([C@H](C1)N1N=C(N=N1)CC)O)O)C1=CC=CC=C1 (1-((R)-1-{6-(2,2-Diphenyl-ethylamino)-9-[(1R,2S,3R,4S)-4-(5-ethyl-tetrazol-2-yl)-2,3-dihydroxy-cyclopentyl]-9H-purin-2-yl}-pyrrolidin-3-yl)-3-(2-phenyl-thiazol-4-ylmethyl)-urea hydrochloride). As a reaction SMILES: N[C@@H]1CCN(C2N=C3C(N=CN3[C@@H]3C[C@H](N4N=NC(CC)=N4)[C@@H](O)[C@H]3O)=C(NCC(C3C=CC=CC=3)C3C=CC=CC=3)N=2)C1.[ClH:45].[C:46]1([CH:52]([C:94]2[CH:99]=[CH:98][CH:97]=[CH:96][CH:95]=2)[CH2:53][NH:54][C:55]2[N:63]=[C:62]([N:64]3[CH2:68][CH2:67][C@@H:66]([NH:69][C:70](NCC4C=CC=CN=4)=[O:71])[CH2:65]3)[N:61]=[C:60]3[C:56]=2[N:57]=[CH:58][N:59]3[C@@H:80]2[CH2:84][C@H:83]([N:85]3[N:89]=[N:88][C:87]([CH2:90][CH3:91])=[N:86]3)[C@@H:82]([OH:92])[C@H:81]2[OH:93])[CH:51]=[CH:50][CH:49]=[CH:48][CH:47]=1.[C:100]1([C:106]2[S:107][CH:108]=[C:109]([CH2:111][NH2:112])[N:110]=2)[CH:105]=[CH:104][CH:103]=[CH:102][CH:101]=1>>[ClH:45].[C:94]1([CH:52]([C:46]2[CH:47]=[CH:48][CH:49]=[CH:50][CH:51]=2)[CH2:53][NH:54][C:55]2[N:63]=[C:62]([N:64]3[CH2:68][CH2:67][C@@H:66]([NH:69][C:70]([NH:112][CH2:111][C:109]4[N:110]=[C:106]([C:100]5[CH:101]=[CH:102][CH:103]=[CH:104][CH:105]=5)[S:107][CH:108]=4)=[O:71])[CH2:65]3)[N:61]=[C:60]3[C:56]=2[N:57]=[CH:58][N:59]3[C@@H:80]2[CH2:84][C@H:83]([N:85]3[N:89]=[N:88][C:87]([CH2:90][CH3:91])=[N:86]3)[C@@H:82]([OH:92])[C@H:81]2[OH:93])[CH:99]=[CH:98][CH:97]=[CH:96][CH:95]=1 |f:1.2,4.5|. Procedure: This compound is prepared from ((1R,2S,3R,5S)-3-[2-((R)-3-amino-pyrrolidin-1-yl)-6-(2,2-diphenyl-ethylamino)-purin-9-yl]-5-(5-ethyl-tetrazol-2-yl)-cyclopentane-1,2-diol (Example 48) using a procedure analogous to that of 1-((R)-1-{6-(2,2-diphenyl-ethylamino)-9-[(1R,2S,3R,4S)-4-(5-ethyl-tetrazol-2-yl)-2,3-dihydroxy-cyclopentyl]-9H-purin-2-yl}-pyrrolidin-3-yl)-3-pyridin-2-ylmethyl-urea hydrochloride (Example 113) by replacing 2-aminomethyl pyridine with C-(2-phenyl-thiazol-4-yl)-methylamine. MS (E...